From a dataset of the Open Reaction Database (ORD), a public repository of structured organic reaction records. describe an organic reaction: reactants, conditions, products, and yield The reactants are COC=1C=C(C(=O)N2CC(CC2)(C2=CC=CC=C2)CCN2CCC(CC2)C(=O)C2=NC3=C(N2)C=CC=C3)C=C(C1OC)OC (1-(3,4,5-trimethoxy-benzoyl)-3-[2-[4-[1H-benzoimidazole-2-carbonyl]-piperidin-1-yl]-ethyl]-3-phenyl-pyrrolidine), N(=NC(=O)OCC)C(=O)OCC (diethyl azodicarboxylate), CC(=CCOCCO)C (2-(3,3-dimethylallyloxy)-ethanol), C1(=CC=CC=C1)P(C1=CC=CC=C1)C1=CC=CC=C1 (triphenylphosphine). The solvent is CO.C(C)(=O)OCC (methanol ethyl acetate), O1CCCC1 (tetrahydrofuran). Reaction conditions: time 18 hour. The product is COC=1C=C(C(=O)N2CC(CC2)(C2=CC=CC=C2)CCN2CCC(CC2)C(=O)C2=NC3=C(N2CCOCC=C(C)C)C=CC=C3)C=C(C1OC)OC (1-(3,4,5-Trimethoxy-benzoyl)-3-[2-[4-[1-(2-(3,3-dimethylallyloxy)-ethyl)-1H-benzoimidazole-2-carbonyl]-piperidin-1-yl]-ethyl]-3-phenyl-pyrrolidine). RXN SMILES: [CH3:1][O:2][C:3]1[CH:4]=[C:5]([CH:38]=[C:39]([O:43][CH3:44])[C:40]=1[O:41][CH3:42])[C:6]([N:8]1[CH2:12][CH2:11][C:10]([CH2:19][CH2:20][N:21]2[CH2:26][CH2:25][CH:24]([C:27]([C:29]3[NH:33][C:32]4[CH:34]=[CH:35][CH:36]=[CH:37][C:31]=4[N:30]=3)=[O:28])[CH2:23][CH2:22]2)([C:13]2[CH:18]=[CH:17][CH:16]=[CH:15][CH:14]=2)[CH2:9]1)=[O:7].[CH3:45][C:46]([CH3:53])=[CH:47][CH2:48][O:49][CH2:50][CH2:51]O.C1(P(C2C=CC=CC=2)C2C=CC=CC=2)C=CC=CC=1.N(C(OCC)=O)=NC(OCC)=O>O1CCCC1.CO.C(OCC)(=O)C>[CH3:1][O:2][C:3]1[CH:4]=[C:5]([CH:38]=[C:39]([O:43][CH3:44])[C:40]=1[O:41][CH3:42])[C:6]([N:8]1[CH2:12][CH2:11][C:10]([CH2:19][CH2:20][N:21]2[CH2:26][CH2:25][CH:24]([C:27]([C:29]3[N:30]([CH2:51][CH2:50][O:49][CH2:48][CH:47]=[C:46]([CH3:53])[CH3:45])[C:31]4[CH:37]=[CH:36][CH:35]=[CH:34][C:32]=4[N:33]=3)=[O:28])[CH2:23][CH2:22]2)([C:13]2[CH:14]=[CH:15][CH:16]=[CH:17][CH:18]=2)[CH2:9]1)=[O:7] |f:5.6|. Procedure details: Combine 1-(3,4,5-trimethoxy-benzoyl)-3-[2-[4-[1H-benzoimidazole-2-carbonyl]-piperidin-1-yl]-ethyl]-3-phenyl-pyrrolidine (0.62 g, 1.0 mmol), and 2-(3,3-dimethylallyloxy)-ethanol (0.14 g, 1.0 mmol), triphenylphosphine (0.33 g, 1.27 mmol) in tetrahydrofuran (2 mL). Add dropwise diethyl azodicarboxylate ((0.2 mL, 1.27.mmol). After 18 hours, evaporate in vacuo to give a residue. Chromatograph the residue on silica gel eluting with 10% methanol/ethyl acetate to give the title compound: Rf=0.35 (silica... Starting materials: BrC=1C=C2C(=CC1)OC=1C(=NC(=CC1[C@@]21N/C(/OCC1)=N/C(C1=CC=CC=C1)=O)Cl)F ((S,Z)—N-(7-bromo-3-chloro-1-fluorospiro[chromeno[2,3-c]pyridine-5,4′-[1,3]oxazinan]-2′-ylidene)benzamide), C1CCC(CC1)P(C2CCCCC2)C3=CC=CC=C3C4=CC=CC=C4 ((2-biphenyl)dicyclohexylphosphine), C[Si](C)(C)[N-][Si](C)(C)C.[Li+] (lithium bis(trimethylsilyl)amide). The reagents and catalysts are C=1C=CC(=CC1)/C=C/C(=O)/C=C/C2=CC=CC=C2.C=1C=CC(=CC1)/C=C/C(=O)/C=C/C2=CC=CC=C2.[Pd] (Pd(dba)2). Run in C1CCOC1 (THF), O1CCCC1 (tetrahydrofuran). Reaction conditions: temperature 65 celsius. Product: NC=1C=C2C(=CC1)OC=1C(=NC(=CC1[C@@]21N/C(/OCC1)=N/C(C1=CC=CC=C1)=O)Cl)F ((S,Z)—N-(7-amino-3-chloro-1-fluorospiro[chromeno[2,3-c]pyridine-5,4′-[1,3]oxazinan]-2′-ylidene)benzamide). RXN SMILES: Br[C:2]1[CH:3]=[C:4]2[C@@:15]3([CH2:20][CH2:19][O:18]/[C:17](=[N:21]\[C:22](=[O:29])[C:23]4[CH:28]=[CH:27][CH:26]=[CH:25][CH:24]=4)/[NH:16]3)[C:14]3[CH:13]=[C:12]([Cl:30])[N:11]=[C:10]([F:31])[C:9]=3[O:8][C:5]2=[CH:6][CH:7]=1.C1CCC(P(C2C(C3C=CC=CC=3)=CC=CC=2)C2CCCCC2)CC1.C[Si]([N-:61][Si](C)(C)C)(C)C.[Li+]>C1C=CC(/C=C/C(/C=C/C2C=CC=CC=2)=O)=CC=1.C1C=CC(/C=C/C(/C=C/C2C=CC=CC=2)=O)=CC=1.[Pd].C1COCC1>[NH2:61][C:2]1[CH:3]=[C:4]2[C@@:15]3([CH2:20][CH2:19][O:18]/[C:17](=[N:21]\[C:22](=[O:29])[C:23]4[CH:28]=[CH:27][CH:26]=[CH:25][CH:24]=4)/[NH:16]3)[C:14]3[CH:13]=[C:12]([Cl:30])[N:11]=[C:10]([F:31])[C:9]=3[O:8][C:5]2=[CH:6][CH:7]=1 |f:2.3,4.5.6|. Reported procedure: A microwave vial was charged with (S,Z)—N-(7-bromo-3-chloro-1-fluorospiro[chromeno[2,3-c]pyridine-5,4′-[1,3]oxazinan]-2′-ylidene)benzamide (2.0 g, 3.98 mmol), Pd(dba)2 (0.073 g, 0.080 mmol) and (2-biphenyl)dicyclohexylphosphine (0.067 g, 0.191 mmol), sealed and purged with N2 followed by the addition of THF (2 mL) and lithium bis(trimethylsilyl)amide, 1.0 m solution in tetrahydrofuran (8.75 ml, 8.75 mmol). The resulting mixture was heated at 65° C. for 17 h, quenched with saturated NH4Cl. The mi... Reactants: ClCC(=O)NOC1=CC=CC=C1 (phenyl chloroacetohydroxamate), O1C(=CC=C1)/C(/C(=O)O)=N/O (Z-2-(fur-2-yl)-2-hydroxyiminoacetic acid), C(Br)(Br)Br (CHBr3). Solvent: CS(=O)C (DMSO). The product is O1C(=CC=C1)/C(/C(=O)O)=N/OCC(NOC1=CC=CC=C1)=O (Z-2-(Fur-2-yl)-2-phenoxycarbamoylmethoxyiminoacetic acid). The yield is 50.0%. Reaction SMILES: Cl[CH2:2][C:3]([NH:5][O:6][C:7]1[CH:12]=[CH:11][CH:10]=[CH:9][CH:8]=1)=[O:4].[O:13]1[CH:17]=[CH:16][CH:15]=[C:14]1/[C:18](=[N:22]/[OH:23])/[C:19]([OH:21])=[O:20].C(Br)(Br)Br>CS(C)=O>[O:13]1[CH:17]=[CH:16][CH:15]=[C:14]1/[C:18](=[N:22]/[O:23][CH2:2][C:3](=[O:4])[NH:5][O:6][C:7]1[CH:12]=[CH:11][CH:10]=[CH:9][CH:8]=1)/[C:19]([OH:21])=[O:20]. Procedure: This compound was prepared as described in Preparation 4 from phenyl chloroacetohydroxamate and Z-2-(fur-2-yl)-2-hydroxyiminoacetic acid. νmax (CHBr3) 3350 (NH), 3700-2100 (bonded OH), 1754, 1725 (--CO2H), 1705, 1680 cm-1 (--CONH--), τ(DMSO d6) 2.05, 3.11, 3.29 (furyl), 5.3 (--OCH2CO--), 2.4-3.1 (phenyl). Yield 50%. Reactants: Example 22 ( k ), C(C1=CC=CC=C1)(=O)Cl (benzoyl chloride), OCCCC1=CC=C(C=C1)C1C(CN(CC1)C(=O)OC(C)(C)C)OCC1=CC2=CC=CC=C2C=C1 (tert-butyl (3RS,4RS)-4-[4-(3-hydroxy-propyl)-phenyl]-3-(naphthalen-2-ylmethoxy)-piperidine-1-carboxylate), Example 24 ( t ). The product is C(C1=CC=CC=C1)(=O)OCCCC1=CC=C(C=C1)C1C(CN(CC1)C(=O)OC(C)(C)C)OCC1=CC2=CC=CC=C2C=C1 (tert-butyl (3RS,4RS)-4-[4-(3-benzoyloxy-propyl)-phenyl]-3-(naphthalen-2-ylmethoxy)-piperidine-1-carboxylate). As a reaction SMILES: [OH:1][CH2:2][CH2:3][CH2:4][C:5]1[CH:10]=[CH:9][C:8]([CH:11]2[CH2:16][CH2:15][N:14]([C:17]([O:19][C:20]([CH3:23])([CH3:22])[CH3:21])=[O:18])[CH2:13][CH:12]2[O:24][CH2:25][C:26]2[CH:35]=[CH:34][C:33]3[C:28](=[CH:29][CH:30]=[CH:31][CH:32]=3)[CH:27]=2)=[CH:7][CH:6]=1.[C:36](Cl)(=[O:43])[C:37]1[CH:42]=[CH:41][CH:40]=[CH:39][CH:38]=1>>[C:36]([O:1][CH2:2][CH2:3][CH2:4][C:5]1[CH:6]=[CH:7][C:8]([CH:11]2[CH2:16][CH2:15][N:14]([C:17]([O:19][C:20]([CH3:21])([CH3:22])[CH3:23])=[O:18])[CH2:13][CH:12]2[O:24][CH2:25][C:26]2[CH:35]=[CH:34][C:33]3[C:28](=[CH:29][CH:30]=[CH:31][CH:32]=3)[CH:27]=2)=[CH:9][CH:10]=1)(=[O:43])[C:37]1[CH:42]=[CH:41][CH:40]=[CH:39][CH:38]=1. Procedure details: (aa) In an analogous manner to that described in Example 22 (k), by acylating tert-butyl (3RS,4RS)-4-[4-(3-hydroxy-propyl)-phenyl]-3-(naphthalen-2-ylmethoxy)-piperidine-1-carboxylate [Example 24 (t)] with benzoyl chloride there was obtained tert-butyl (3RS,4RS)-4-[4-(3-benzoyloxy-propyl)-phenyl]-3-(naphthalen-2-ylmethoxy)-piperidine-1-carboxylate as an almost colourless solid; MS: 580 (M+H)+. The reactants are C(C)OC(=O)N1CCC(CC1)NC=1OC2=C(N1)C=C(C=C2)[N+](=O)[O-] (4-(5-nitro-benzooxazol-2-ylamino)-piperidine-1-carboxylic acid ethyl ester), [H][H] (hydrogen). The reagents and catalysts are [Pd] (palladium on activated charcoal). The solvent is C(C)O (ethanol). Run at temperature 40 celsius, time 18 hour. The product is C(C)OC(=O)N1CCC(CC1)NC=1OC2=C(N1)C=C(C=C2)N (4-(5-Amino-benzooxazol-2-ylamino)-piperidine-1-carboxylic acid ethyl ester). Isolated yield 98.9%. As a reaction SMILES: [CH2:1]([O:3][C:4]([N:6]1[CH2:11][CH2:10][CH:9]([NH:12][C:13]2[O:14][C:15]3[CH:21]=[CH:20][C:19]([N+:22]([O-])=O)=[CH:18][C:16]=3[N:17]=2)[CH2:8][CH2:7]1)=[O:5])[CH3:2].[H][H]>C(O)C.[Pd]>[CH2:1]([O:3][C:4]([N:6]1[CH2:7][CH2:8][CH:9]([NH:12][C:13]2[O:14][C:15]3[CH:21]=[CH:20][C:19]([NH2:22])=[CH:18][C:16]=3[N:17]=2)[CH2:10][CH2:11]1)=[O:5])[CH3:2]. Reported procedure: To a solution of 4-(5-nitro-benzooxazol-2-ylamino)-piperidine-1-carboxylic acid ethyl ester (2.0 g, 5.98 mmol, 1.0 equiv; intermediate L/step 3 (4-(5-nitro-benzooxazol-2-ylamino)-piperidine-1-carboxylic acid ethyl ester)) in ethanol (90 mL) was added palladium on activated charcoal 10% (0.2 g, 0.19 mmol, 0.03 equiv) and the reaction vessel filled with hydrogen (3.5 bar). After stirring at 40° C. for 18 h, the reaction mixture was filtered over celite, concentrated under reduced pressure and the ... Reported procedure: The same method as in Example 47 was conducted using 2,6-dimethyl-4,5,6,7-tetrahydrofuro[2,3-c]pyridin-4-ol (Reference Example 2) instead of 6-methyl-4,5,6,7-tetrahydrofuro[2,3-c]pyridin-4-ol (Reference Example 1) and was conducted using 4-bromo-3-chlorophenol instead of 4-chloro-3-methylphenol to give the objective compound. Yields the product Cl.BrC1=C(C=C(C=C1)OC1C2=C(CN(C1)C)OC(=C2)C)Cl (4-(4-Bromo-3-chlorophenyloxy)-2,6-dimethyl-4,5,6,7-tetrahydrofuro[2,3-c]pyridine hydrochloride). Reaction SMILES: [CH3:1][C:2]1[O:12][C:5]2[CH2:6][N:7]([CH3:11])[CH2:8][CH:9]([OH:10])[C:4]=2[CH:3]=1.[Br:13][C:14]1[CH:19]=[CH:18][C:17](O)=[CH:16][C:15]=1[Cl:21]>>[ClH:21].[Br:13][C:14]1[CH:19]=[CH:18][C:17]([O:10][CH:9]2[CH2:8][N:7]([CH3:11])[CH2:6][C:5]3[O:12][C:2]([CH3:1])=[CH:3][C:4]2=3)=[CH:16][C:15]=1[Cl:21] |f:2.3|. Starting materials: CC1=CC2=C(CN(CC2O)C)O1 (2,6-dimethyl-4,5,6,7-tetrahydrofuro[2,3-c]pyridin-4-ol), BrC1=C(C=C(C=C1)O)Cl (4-bromo-3-chlorophenol).